Dataset: the Open Reaction Database (ORD), a public repository of structured organic reaction records. Task: describe an organic reaction: reactants, conditions, products, and yield Reactants: FC1=C(C=C(C(=C1)F)F)[C@@H]1[C@H](CC2(OCCO2)CC1)NC(OCC1=CC=CC=C1)=O (benzyl [(7S,8R)-8-(2,4,5-trifluorophenyl)-1,4-dioxaspiro[4.5]dec-7-yl]carbamate), O1CCOCC1 (1,4-dioxane), O (water). The solvent is S(O)(O)(=O)=O (sulfuric acid). Reaction conditions: time 1 hour. Product: O=C1CC[C@@H]([C@H](C1)NC(OCC1=CC=CC=C1)=O)C1=C(C=C(C(=C1)F)F)F (Benzyl [(1S,2R)-5-oxo-2-(2,4,5-trifluorophenyl)cyclohexyl]carbamate). As a reaction SMILES: [F:1][C:2]1[CH:7]=[C:6]([F:8])[C:5]([F:9])=[CH:4][C:3]=1[C@H:10]1[CH2:19][CH2:18][C:13]2(OCC[O:14]2)[CH2:12][C@@H:11]1[NH:20][C:21](=[O:30])[O:22][CH2:23][C:24]1[CH:29]=[CH:28][CH:27]=[CH:26][CH:25]=1.O1CCOCC1.O>S(=O)(=O)(O)O>[O:14]=[C:13]1[CH2:12][C@H:11]([NH:20][C:21](=[O:30])[O:22][CH2:23][C:24]2[CH:25]=[CH:26][CH:27]=[CH:28][CH:29]=2)[C@@H:10]([C:3]2[CH:4]=[C:5]([F:9])[C:6]([F:8])=[CH:7][C:2]=2[F:1])[CH2:19][CH2:18]1. Reported procedure: To a stirred solution of benzyl [(7S,8R)-8-(2,4,5-trifluorophenyl)-1,4-dioxaspiro[4.5]dec-7-yl]carbamate (315 mg, 0.75 mmol) in sulfuric acid (15 mL, 1:1 in water) was added 1,4-dioxane (30 mL). The mixture was stirred at room temperature for 1 h. The resulting mixture was poured into water (70 mL) and extracted with dichloromethane. The organic layer was dried over anhydrous sodium sulfate and evaporated to yield the title compound. LC/MS 378.0 (M+1).